From a dataset of the Open Reaction Database (ORD), a public repository of structured organic reaction records. describe an organic reaction: reactants, conditions, products, and yield Starting materials: CCO, CCOC(=O)c1cn(CC)c2cc(Cl)ncc2c1=O, C1CNCCN1, O, O, O, O, O, O. Yields the product CCOC(=O)c1cn(CC)c2cc(N3CCNCC3)ncc2c1=O. RXN SMILES: [CH3:32][CH2:33][OH:34].[Cl:1][c:2]1[n:3][cH:4][c:5]2[c:6](=[O:19])[c:7]([C:14](=[O:15])[O:16][CH2:17][CH3:18])[cH:8][n:9]([CH2:12][CH3:13])[c:10]2[cH:11]1.[NH:26]1[CH2:27][CH2:28][NH:29][CH2:30][CH2:31]1.[OH2:20].[OH2:21].[OH2:22].[OH2:23].[OH2:24].[OH2:25]>>[c:2]1([N:26]2[CH2:27][CH2:28][NH:29][CH2:30][CH2:31]2)[n:3][cH:4][c:5]2[c:6](=[O:19])[c:7]([C:14](=[O:15])[O:16][CH2:17][CH3:18])[cH:8][n:9]([CH2:12][CH3:13])[c:10]2[cH:11]1. Starting materials: C(C)(C)(C)OC(=O)N([C@H](C)C1=CC=CC2=CC=CC=C12)C[C@H]1CN(C[C@@H]1C1=CC=CC=C1)C(=O)N[C@@H]1CC[C@H](CC1)C(=O)OC (methyl trans-4-({[(3R,4S)-3-({(tert-butoxycarbonyl) [(1R)-1-(1-naphthyl)ethyl]amino}methyl)-4-phenylpyrrolidin-1-yl]carbonyl}amino)cyclohexane-carboxylate), [OH-].[Na+] (sodium hydroxide). The solvent is CO (methanol). Run at time 8 hour. Yields the product C(C)(C)(C)OC(=O)N([C@H](C)C1=CC=CC2=CC=CC=C12)C[C@H]1CN(C[C@@H]1C1=CC=CC=C1)C(=O)N[C@@H]1CC[C@H](CC1)C(=O)O (trans-4-({[(3R,4S)-3-({(tert-butoxycarbonyl)[(1R)-1-(1-naphthyl)ethyl]amino}methyl)-4-phenylpyrrolidin-1-yl]carbonyl}amino)cyclohexane carboxylic acid). Isolated yield 54.6%. As a reaction SMILES: [C:1]([O:5][C:6]([N:8]([CH2:21][C@@H:22]1[C@@H:26]([C:27]2[CH:32]=[CH:31][CH:30]=[CH:29][CH:28]=2)[CH2:25][N:24]([C:33]([NH:35][C@H:36]2[CH2:41][CH2:40][C@H:39]([C:42]([O:44]C)=[O:43])[CH2:38][CH2:37]2)=[O:34])[CH2:23]1)[C@@H:9]([C:11]1[C:20]2[C:15](=[CH:16][CH:17]=[CH:18][CH:19]=2)[CH:14]=[CH:13][CH:12]=1)[CH3:10])=[O:7])([CH3:4])([CH3:3])[CH3:2].[OH-].[Na+]>CO>[C:1]([O:5][C:6]([N:8]([CH2:21][C@@H:22]1[C@@H:26]([C:27]2[CH:32]=[CH:31][CH:30]=[CH:29][CH:28]=2)[CH2:25][N:24]([C:33]([NH:35][C@H:36]2[CH2:37][CH2:38][C@H:39]([C:42]([OH:44])=[O:43])[CH2:40][CH2:41]2)=[O:34])[CH2:23]1)[C@@H:9]([C:11]1[C:20]2[C:15](=[CH:16][CH:17]=[CH:18][CH:19]=2)[CH:14]=[CH:13][CH:12]=1)[CH3:10])=[O:7])([CH3:2])([CH3:3])[CH3:4] |f:1.2|. Procedure: A 8.0 ml methanol solution of 330 mg of methyl trans-4-({[(3R,4S)-3-({(tert-butoxycarbonyl) [(1R)-1-(1-naphthyl)ethyl]amino}methyl)-4-phenylpyrrolidin-1-yl]carbonyl}amino)cyclohexane-carboxylate was mixed with 1.5 ml of 1 M sodium hydroxide aqueous solution at room temperature and stirred overnight at room temperature. The solvent was evaporated under a reduced pressure, and the residue was mixed with 1 M hydrochloric acid, extracted with chloroform and dried with anhydrous sodium sulfate. The s...